Dataset: the Open Reaction Database (ORD), a public repository of structured organic reaction records. Task: describe an organic reaction: reactants, conditions, products, and yield Reactants: [N+](=O)([O-])C1=CC=C(C=N1)N1CCN(CC1)C(C)=O (1-(4-(6-nitropyridin-3-yl)piperazin-1-yl)ethanone), [H][H] (hydrogen). The reagents and catalysts are [Pd] (Pd/C). The solvent is CO (methanol). Run at time 4 hour. The product is NC1=CC=C(C=N1)N1CCN(CC1)C(C)=O (1-(4-(6-aminopyridin-3-yl)piperazin-1-yl)ethanone). As a reaction SMILES: [N+:1]([C:4]1[N:9]=[CH:8][C:7]([N:10]2[CH2:15][CH2:14][N:13]([C:16](=[O:18])[CH3:17])[CH2:12][CH2:11]2)=[CH:6][CH:5]=1)([O-])=O.[H][H]>[Pd].CO>[NH2:1][C:4]1[N:9]=[CH:8][C:7]([N:10]2[CH2:15][CH2:14][N:13]([C:16](=[O:18])[CH3:17])[CH2:12][CH2:11]2)=[CH:6][CH:5]=1. Procedure details: To a round-bottom flask was added 1-(4-(6-nitropyridin-3-yl)piperazin-1-yl)ethanone 111-3 (2.6 g, 10.4 mmol), Pd/C (0.5 g) and methanol (50 mL). The reaction was stirred for 4 hours under hydrogen atmosphere by attaching a hydrogen balloon. The reaction was flashed with nitrogen and the solid was removed by filtration. The solvent was removed by rotary evaporation. The crude product was purified by silica-gel flash chromatography to give 1-(4-(6-aminopyridin-3-yl)piperazin-1-yl)ethanone 111-4 as... Reactants: CC1COCCN1c1nc(-c2ccc(Nc3cc(=O)n(C)c(=O)[nH]3)cc2)nc2c1CCNC2, CN(C)C=O, c1ccncc1, O=C(Cl)c1nccs1. The product is CC1COCCN1c1nc(-c2ccc(Nc3cc(=O)n(C)c(=O)[nH]3)cc2)nc2c1CCN(C(=O)c1nccs1)C2. Reaction SMILES: [CH3:1][n:2]1[c:3](=[O:33])[nH:4][c:5]([NH:9][c:10]2[cH:11][cH:12][c:13](-[c:16]3[n:17][c:18]([N:26]4[CH:27]([CH3:32])[CH2:28][O:29][CH2:30][CH2:31]4)[c:19]4[c:20]([n:21]3)[CH2:22][NH:23][CH2:24][CH2:25]4)[cH:14][cH:15]2)[cH:6][c:7]1=[O:8].[CH3:34][N:35]([CH3:36])[CH:37]=[O:38].[cH:39]1[cH:40][cH:41][n:42][cH:43][cH:44]1.[s:45]1[c:46]([C:50](=[O:51])[Cl:52])[n:47][cH:48][cH:49]1>>[CH3:1][n:2]1[c:3](=[O:33])[nH:4][c:5]([NH:9][c:10]2[cH:11][cH:12][c:13](-[c:16]3[n:17][c:18]([N:26]4[CH:27]([CH3:32])[CH2:28][O:29][CH2:30][CH2:31]4)[c:19]4[c:20]([n:21]3)[CH2:22][N:23]([C:50]([c:46]3[s:45][cH:49][cH:48][n:47]3)=[O:51])[CH2:24][CH2:25]4)[cH:14][cH:15]2)[cH:6][c:7]1=[O:8].